Dataset: the Open Reaction Database (ORD), a public repository of structured organic reaction records. Task: describe an organic reaction: reactants, conditions, products, and yield Starting materials: NC1=CC=C(C=C1)S(=O)(=O)N1CCN(CC1)C(=O)OCC(Cl)(Cl)Cl (1-(p-aminophenylsulfonyl)-4-(2,2,2-trichloroethoxycarbonyl)piperazine), ClC1=CC=NC2=CC(=CC=C12)C(F)(F)F (4-chloro-7-trifluoromethylquinoline). Product: FC(C1=CC=C2C(=CC=NC2=C1)NC1=CC=C(C=C1)S(=O)(=O)N1CCN(CC1)C(=O)OCC(Cl)(Cl)Cl)(F)F (1-[[4-[(7-trifluoromethyl-4-quinolinyl)amino]phenyl]-sulfonyl]-4(2,2,2-trichloroethoxycarbonyl)piperazine). RXN SMILES: [NH2:1][C:2]1[CH:7]=[CH:6][C:5]([S:8]([N:11]2[CH2:16][CH2:15][N:14]([C:17]([O:19][CH2:20][C:21]([Cl:24])([Cl:23])[Cl:22])=[O:18])[CH2:13][CH2:12]2)(=[O:10])=[O:9])=[CH:4][CH:3]=1.Cl[C:26]1[C:35]2[C:30](=[CH:31][C:32]([C:36]([F:39])([F:38])[F:37])=[CH:33][CH:34]=2)[N:29]=[CH:28][CH:27]=1>>[F:39][C:36]([F:37])([F:38])[C:32]1[CH:31]=[C:30]2[C:35]([C:26]([NH:1][C:2]3[CH:7]=[CH:6][C:5]([S:8]([N:11]4[CH2:16][CH2:15][N:14]([C:17]([O:19][CH2:20][C:21]([Cl:24])([Cl:23])[Cl:22])=[O:18])[CH2:13][CH2:12]4)(=[O:10])=[O:9])=[CH:4][CH:3]=3)=[CH:27][CH:28]=[N:29]2)=[CH:34][CH:33]=1. Procedure details: In the manner given in Example 4C, 1-(p-aminophenylsulfonyl)-4-(2,2,2-trichloroethoxycarbonyl)piperazine is heated with 4-chloro-7-trifluoromethylquinoline to give 1-[[4-[(7-trifluoromethyl-4-quinolinyl)amino]phenyl]-sulfonyl]-4(2,2,2-trichloroethoxycarbonyl)piperazine. Reactants: BrC12C(N(SC1C1C=CC2C1)C(C)(C)C)=O (3a-bromo-2-t-butyl-3a,4,7,7a-tetrahydro-4,7-methano-1,2-benzisothiazol-3(2H)-one), S(=O)(=O)(Cl)Cl (sulfuryl chloride), ClCCl (dichloromethane). Reaction conditions: time 2 hour. Product: ClCN1S(C2=C(C1=O)C1CCC2C1)(=O)=O (2-chloromethyl-4,5,6,7-tetrahydro-4,7-methano-1,2-benzisothiazol-3(2H)-one 1,1-dioxide). Isolated yield 81.0%. Reaction SMILES: Br[C:2]12[CH:10]3[CH2:11][CH:7]([CH:8]=[CH:9]3)[CH:6]1S[N:4]([C:12](C)(C)C)[C:3]2=[O:16].[S:17](Cl)(Cl)(=[O:19])=[O:18].[Cl:22]CCl>>[Cl:22][CH2:12][N:4]1[C:3](=[O:16])[C:2]2[CH:10]3[CH2:11][CH:7]([C:6]=2[S:17]1(=[O:19])=[O:18])[CH2:8][CH2:9]3. Procedure details: The sulfide (1.05 g, 3 mmol) in dichloromethane (100 mL) was treated with sulfuryl chloride (0.66 g, 5 mmol) and stirred for 2 hr. The resulting yellow solution was diluted with MDC (100 mL), washed with saturated NaHCO3 solution, dried and concentrated in vacuo. The residue was purified by flash chromatography on silica gel (33% MDC in hexanes) to give 0.66 g (81%) of 2-chloromethyl-4,5,6,7-tetrahydro-4,7-methano-1,2-benzisothiazol-3(2H)-one 1,1-dioxide. The reactants are CCCCCCCCOc1ccc(N2CCN(C(=O)OC(C)(C)C)CC2)cc1, O=C(O)C(F)(F)F. Product: CCCCCCCCOc1ccc(N2CCNCC2)cc1. As a reaction SMILES: [CH2:1]([CH2:2][CH2:3][CH2:4][CH2:5][CH2:6][CH2:7][CH3:8])[O:9][c:10]1[cH:11][cH:12][c:13]([N:16]2[CH2:17][CH2:18][N:19]([C:22]([O:23][C:24]([CH3:25])([CH3:26])[CH3:27])=[O:28])[CH2:20][CH2:21]2)[cH:14][cH:15]1.[OH:29][C:30]([C:31]([F:32])([F:33])[F:34])=[O:35]>>[CH2:1]([CH2:2][CH2:3][CH2:4][CH2:5][CH2:6][CH2:7][CH3:8])[O:9][c:10]1[cH:11][cH:12][c:13]([N:16]2[CH2:17][CH2:18][NH:19][CH2:20][CH2:21]2)[cH:14][cH:15]1. Starting materials: COC=1C=C2C(=NC=NC2=CC1OC)OC1=CC(=C(N)C=C1)[N+](=O)[O-] (4-[(6,7-Dimethoxy-4-quinazolinyl)oxy]-2-nitroaniline), ClC(Cl)(OC(OC(Cl)(Cl)Cl)=O)Cl (triphosgene), C([O-])(O)=O.[Na+] (sodium bicarbonate), CC1=C(C=CC=C1)CO ((2-methylphenyl)methanol). The solvent is C(C)N(CC)CC (triethylamine), C1(=CC=CC=C1)C (toluene), C(Cl)Cl (methylene chloride). The product is COC=1C=C2C(=NC=NC2=CC1OC)OC1=CC(=C(C=C1)NC(OCC1=C(C=CC=C1)C)=O)[N+](=O)[O-] (2-Methylbenzyl N-{4-[(6,7-dimethoxy-4-quinazolinyl)oxy]-2-nitrophenyl}carbamate). Isolated yield 90.7%. As a reaction SMILES: [CH3:1][O:2][C:3]1[CH:4]=[C:5]2[C:10](=[CH:11][C:12]=1[O:13][CH3:14])[N:9]=[CH:8][N:7]=[C:6]2[O:15][C:16]1[CH:22]=[CH:21][C:19]([NH2:20])=[C:18]([N+:23]([O-:25])=[O:24])[CH:17]=1.Cl[C:27](Cl)([O:29][C:30](=[O:36])OC(Cl)(Cl)Cl)Cl.[CH3:38][C:39]1[CH:44]=[CH:43][CH:42]=[CH:41][C:40]=1CO.C(=O)(O)[O-].[Na+]>C(Cl)Cl.C(N(CC)CC)C.C1(C)C=CC=CC=1>[CH3:1][O:2][C:3]1[CH:4]=[C:5]2[C:10](=[CH:11][C:12]=1[O:13][CH3:14])[N:9]=[CH:8][N:7]=[C:6]2[O:15][C:16]1[CH:22]=[CH:21][C:19]([NH:20][C:30](=[O:36])[O:29][CH2:27][C:40]2[CH:41]=[CH:42][CH:43]=[CH:44][C:39]=2[CH3:38])=[C:18]([N+:23]([O-:25])=[O:24])[CH:17]=1 |f:3.4|. Procedure details: 4-[(6,7-Dimethoxy-4-quinazolinyl)oxy]-2-nitroaniline (100 mg) was added to toluene (10 ml) and triethylamine (1 ml), and the mixture was heated under reflux to prepare a solution. A solution of triphosgene (140 mg) in methylene chloride was then added thereto, and the mixture was heated under reflux for 10 min. Next, (2-methylphenyl)methanol (54 mg) was added thereto, and the mixture was further stirred with heating under reflux for 3 hr. A saturated aqueous sodium bicarbonate solution was added... The reactants are N1CC(C1)OC=1N(C2=NC(=NC(=C2N1)N1CCOCC1)N1C(=NC2=C1C=CC=C2)C(C)C)C (4-(8-(azetidin-3-yloxy)-2-(2-isopropyl-1H-benzo[d]imidazol-1-yl)-9-methyl-9H-purin-6-yl)morpholine), CC1(C)CO1 (isobutylene oxide), CN(C)C=O (DMF). Solvent: O (water). Run at temperature 60 celsius. The product is C(C)(C)C1=NC2=C(N1C1=NC(=C3N=C(N(C3=N1)C)OC1CN(C1)CC(C)(O)C)N1CCOCC1)C=CC=C2 (1-(3-(2-(2-isopropyl-1H-benzo[d]imidazol-1-yl)-9-methyl-6-morpholino-9H-purin-8-yloxy)azetidin-1-yl)-2-methylpropan-2-ol). RXN SMILES: [NH:1]1[CH2:4][CH:3]([O:5][C:6]2[N:7]([CH3:33])[C:8]3[C:13]([N:14]=2)=[C:12]([N:15]2[CH2:20][CH2:19][O:18][CH2:17][CH2:16]2)[N:11]=[C:10]([N:21]2[C:25]4[CH:26]=[CH:27][CH:28]=[CH:29][C:24]=4[N:23]=[C:22]2[CH:30]([CH3:32])[CH3:31])[N:9]=3)[CH2:2]1.[CH3:34][C:35]1([O:38][CH2:37]1)[CH3:36].CN(C=O)C>O>[CH:30]([C:22]1[N:21]([C:10]2[N:9]=[C:8]3[C:13]([N:14]=[C:6]([O:5][CH:3]4[CH2:4][N:1]([CH2:34][C:35]([CH3:37])([OH:38])[CH3:36])[CH2:2]4)[N:7]3[CH3:33])=[C:12]([N:15]3[CH2:16][CH2:17][O:18][CH2:19][CH2:20]3)[N:11]=2)[C:25]2[CH:26]=[CH:27][CH:28]=[CH:29][C:24]=2[N:23]=1)([CH3:31])[CH3:32]. Procedure: The mixture of 4-(8-(azetidin-3-yloxy)-2-(2-isopropyl-1H-benzo[d]imidazol-1-yl)-9-methyl-9H-purin-6-yl)morpholine (46.3 mg), isobutylene oxide (0.0183 mL), DMF (0.75 mL) and water (0.25 mL) was heated at 60° C. for 3 h. The contents were concentrated. Diluted aqueous Na2CO3 solution was added. The mixture was extracted with DCM (2×). The DCM extracts were dried with Na2SO4. The crude was purified with HPLC to give the product (17.2 mg). 1H NMR (400 MHz, CDCl3) δ 7.83 (dd, J=6.9, 2.0 Hz, 1H), 7.7... Reactants: ClC1=NC2=C(C=CC=C2C=C1C=O)C (2-chloro-8-methylquinoline-3-carboxaldehyde), S1C(=CC=C1)B(O)O (2-thiopheneboronic acid), C(=O)([O-])[O-].[K+].[K+] (K2CO3), C1(=CC=CC=C1)P(C1=CC=CC=C1)C1=CC=CC=C1 (triphenylphosphine). The reagents and catalysts are C(C)(=O)[O-].[Pd+2].C(C)(=O)[O-] (palladium(II) acetate). Run in O (water). Run at temperature 115 celsius. Product: CC=1C=CC=C2C=C(C(=NC12)C=1SC=CC1)C=O (8-methyl-2-(thien-2-yl)quinoline-3-carboxaldehyde). The yield is 75.8%. RXN SMILES: Cl[C:2]1[C:11]([CH:12]=[O:13])=[CH:10][C:9]2[C:4](=[C:5]([CH3:14])[CH:6]=[CH:7][CH:8]=2)[N:3]=1.[S:15]1[CH:19]=[CH:18][CH:17]=[C:16]1B(O)O.C([O-])([O-])=O.[K+].[K+].C1(P(C2C=CC=CC=2)C2C=CC=CC=2)C=CC=CC=1>O.C([O-])(=O)C.[Pd+2].C([O-])(=O)C>[CH3:14][C:5]1[CH:6]=[CH:7][CH:8]=[C:9]2[C:4]=1[N:3]=[C:2]([C:16]1[S:15][CH:19]=[CH:18][CH:17]=1)[C:11]([CH:12]=[O:13])=[CH:10]2 |f:2.3.4,7.8.9|. Procedure: A mixture of 2-chloro-8-methylquinoline-3-carboxaldehyde (234 mg, 1.14 mmol), 2-thiopheneboronic acid (248 mg, 1.94 mmol), K2CO3 (315 mg, 2.28 mmol), palladium(II) acetate (10 mg, 0.045 mmol) and triphenylphosphine (48 mg, 0.182 mmol) in water (2 mL) was degassed. 1,4-Dioxane (6 mL) was added and the mixture further degassed, then heated at 115° C. for 2 h under microwave irradiation. The reaction mixture was filtered through Celite, washed with DCM and water and the filtrate was concentrated in...